This data is from the Open Reaction Database (ORD), a public repository of structured organic reaction records. The task is: describe an organic reaction: reactants, conditions, products, and yield The reactants are BrCC1CC1, CC(C)(C)OC(=O)N1CCCN(c2nc3ccccc3[nH]2)CC1, CN(C)C=O, [H-], [Na+]. The product is CC(C)(C)OC(=O)N1CCCN(c2nc3ccccc3n2CC2CC2)CC1. RXN SMILES: [Br:26][CH2:27][CH:28]1[CH2:29][CH2:30]1.[C:1]([CH3:2])([CH3:3])([CH3:4])[O:5][C:6](=[O:7])[N:8]1[CH2:9][CH2:10][N:11]([c:15]2[n:16][c:17]3[c:18]([nH:19]2)[cH:20][cH:21][cH:22][cH:23]3)[CH2:12][CH2:13][CH2:14]1.[CH3:31][N:32]([CH3:33])[CH:34]=[O:35].[H-:24].[Na+:25]>>[C:1]([CH3:2])([CH3:3])([CH3:4])[O:5][C:6](=[O:7])[N:8]1[CH2:9][CH2:10][N:11]([c:15]2[n:16]([CH2:27][CH:28]3[CH2:29][CH2:30]3)[c:17]3[c:18]([n:19]2)[cH:20][cH:21][cH:22][cH:23]3)[CH2:12][CH2:13][CH2:14]1. The reactants are ClC=1C=C(C(=NC1)C(=O)C=1C=NC=CC1)[N+](=O)[O-] ((5-Chloro-3-nitro-pyridin-2-yl)-pyridin-3-yl-methanone), Cl[Sn]Cl (SnCl2). Solvent: CCO (EtOH). Run at temperature 80 celsius. Product: NC=1C(=NC=C(C1)Cl)C(=O)C=1C=NC=CC1 ((3-amino-5-chloro-pyridin-2-yl)-pyridin-3-yl-methanone). RXN SMILES: [Cl:1][C:2]1[CH:3]=[C:4]([N+:16]([O-])=O)[C:5]([C:8]([C:10]2[CH:11]=[N:12][CH:13]=[CH:14][CH:15]=2)=[O:9])=[N:6][CH:7]=1.Cl[Sn]Cl>CCO>[NH2:16][C:4]1[C:5]([C:8]([C:10]2[CH:11]=[N:12][CH:13]=[CH:14][CH:15]=2)=[O:9])=[N:6][CH:7]=[C:2]([Cl:1])[CH:3]=1. Procedure: A mixture of the (5-Chloro-3-nitro-pyridin-2-yl)-pyridin-3-yl-methanone from Step 2 above (30 mg, 0.11 mmol) and SnCl2 (200 mg, 0.88 mmol) in EtOH (3 mL) was heated at 80° C. in an oil bath for 3 days. The progress of the reaction was followed by LCMS and upon completion the solvent was removed and treated with aqueous NaOH to adjust the pH to 10-11. This cloudy mixture was extracted with EtOAc and washed with water and brine. The combined extracts were dried over anhydrous Na2SO4, filtered and ... Starting materials: FC1(CNCC1)F (3,3-difluoropyrrolidine), ClC1=NC=NC(=C1)Cl (4,6-dichloro-pyrimidine), CCN(C(C)C)C(C)C (DIPEA). The solvent is O1CCOCC1 (1,4-dioxane). Product: ClC1=NC=NC(=C1)N1CC(CC1)(F)F (4-chloro-6-(3,3-difluoropyrrolidin-1-yl)pyrimidine). Yield: 48.6%. RXN SMILES: [F:1][C:2]1([F:7])[CH2:6][CH2:5][NH:4][CH2:3]1.[Cl:8][C:9]1[CH:14]=[C:13](Cl)[N:12]=[CH:11][N:10]=1.CCN(C(C)C)C(C)C>O1CCOCC1>[Cl:8][C:9]1[CH:14]=[C:13]([N:4]2[CH2:5][CH2:6][C:2]([F:7])([F:1])[CH2:3]2)[N:12]=[CH:11][N:10]=1. Procedure details: A solution of 3,3-difluoropyrrolidine (215 mg, 1.5 mmol), 4,6-dichloro-pyrimidine (223 mg, 1.5 mmol) and DIPEA (194 mg, 1.5 mmol) in 1,4-dioxane (3.0 mL) was heated at 100° C. for 16 hours. The reaction was cooled to room temperature and then partitioned between EtOAc and water. The organic phase was separated and washed with saturated sodium chloride solution, dried over sodium sulfate and concentrated. The residue was separated with flash chromatography (25+S Biotage, 20% EtOAc/pentane) to aff... The reactants are BrCCc1ccccc1, CCC(=O)N(c1ccccc1)C1CCCN(C(=O)OC(C)(C)C)C1, [K+], [K+], O=C([O-])[O-], O. Product: CCC(=O)N(c1ccccc1)C1CCCN(CCc2ccccc2)C1. RXN SMILES: [Br:31][CH2:32][CH2:33][c:34]1[cH:35][cH:36][cH:37][cH:38][cH:39]1.[C:1]([O:2][C:6](=[O:3])[N:8]1[CH2:9][CH:10]([N:14]([C:15]([CH2:16][CH3:17])=[O:18])[c:19]2[cH:20][cH:21][cH:22][cH:23][cH:24]2)[CH2:11][CH2:12][CH2:13]1)([CH3:4])([CH3:5])[CH3:7].[K+:25].[K+:26].[O-:27][C:28]([O-:29])=[O:30].[OH2:40]>>[CH2:6]([N:8]1[CH2:9][CH:10]([N:14]([C:15]([CH2:16][CH3:17])=[O:18])[c:19]2[cH:20][cH:21][cH:22][cH:23][cH:24]2)[CH2:11][CH2:12][CH2:13]1)[CH2:33][c:34]1[cH:35][cH:36][cH:37][cH:38][cH:39]1. Reactants: NCC=1C(=C(C(=CC1)CC)OC=1C=C(C#N)C=C(C1)Cl)F (3-{[3-(aminomethyl)-6-ethyl-2-fluorophenyl]oxy}-5-chlorobenzonitrile), N(=[N+]=[N-])C=1NC(=C(N1)Cl)C(=O)O (2-azido-4-chloro-1H-imidazole-5-carboxylic acid), C(CCl)Cl (EDC), C=1C=CC2=C(C1)N=NN2O (HOBT), C(=O)(O)[O-].[Na+] (NaHCO3). The reagents and catalysts are [Pd].CC(=O)[O-].CC(=O)[O-].[Pb+2] (Lindlar Catalyst). The solvent is CN(C)C=O (DMF), C(C)(=O)OCC (Ethyl acetate), C(C)(=O)OCC (ethyl acetate). Reaction conditions: time 19 hour. The product is NC=1NC(=C(N1)Cl)C(=O)NCC1=C(C(=C(C=C1)CC)OC1=CC(=CC(=C1)C#N)Cl)F (2-amino-4-chloro-N-({3-[(3-chloro-5-cyanophenyl)oxy]-4-ethyl-2-fluorophenyl}methyl)-1H-imidazole-5-carboxamide). Isolated yield 53.5%. Reaction SMILES: [NH2:1][CH2:2][C:3]1[C:4]([F:21])=[C:5]([O:11][C:12]2[CH:13]=[C:14]([CH:17]=[C:18]([Cl:20])[CH:19]=2)[C:15]#[N:16])[C:6]([CH2:9][CH3:10])=[CH:7][CH:8]=1.[N:22]([C:25]1[NH:26][C:27]([C:31](O)=[O:32])=[C:28]([Cl:30])[N:29]=1)=[N+]=[N-].C(Cl)CCl.C1C=CC2N(O)N=NC=2C=1.C([O-])(O)=O.[Na+]>CN(C=O)C.[Pd].CC([O-])=O.CC([O-])=O.[Pb+2].C(OCC)(=O)C>[NH2:22][C:25]1[NH:26][C:27]([C:31]([NH:1][CH2:2][C:3]2[CH:8]=[CH:7][C:6]([CH2:9][CH3:10])=[C:5]([O:11][C:12]3[CH:13]=[C:14]([C:15]#[N:16])[CH:17]=[C:18]([Cl:20])[CH:19]=3)[C:4]=2[F:21])=[O:32])=[C:28]([Cl:30])[N:29]=1 |f:4.5,7.8.9.10|. Procedure: A solution of 3-{[3-(aminomethyl)-6-ethyl-2-fluorophenyl]oxy}-5-chlorobenzonitrile (0.075 g, 0.246 mmol), 2-azido-4-chloro-1H-imidazole-5-carboxylic acid (0.051 g, 0.271 mmol), EDC (0.052 g, 0.271 mmol) and HOBT (0.041 g, 0.271 mmol) in DMF (4 ml) was stirred at RT under an atmosphere of nitrogen for 16 h then ethyl acetate (100 mL) and saturated aqueous NaHCO3 solution (100 mL) were added. The organic layer was separated, washed with saturated aqueous NaHCO3 solution (100 mL), water (100 mL), d... Reactants: CC(=O)C (Acetone), NOCCCCN1C(=NC=2C(=NC=3C=CC=CC3C21)N)CCCC (1-[4-(aminooxy)butyl]-2-butyl-1H-imidazo[4,5-c]quinolin-4-amine). Solvent: CO (methanol). Run at time 8 hour. Yields the product NC1=NC=2C=CC=CC2C2=C1N=C(N2CCCCON=C(C)C)CCCC (acetone O-[4-(4-amino-2-butyl-1H-imidazo[4,5-c]quinolin-1-yl)butyl]oxime). The yield is 63.7%. Reaction SMILES: [CH3:1][C:2]([CH3:4])=O.[NH2:5][O:6][CH2:7][CH2:8][CH2:9][CH2:10][N:11]1[C:23]2[C:22]3[CH:21]=[CH:20][CH:19]=[CH:18][C:17]=3[N:16]=[C:15]([NH2:24])[C:14]=2[N:13]=[C:12]1[CH2:25][CH2:26][CH2:27][CH3:28]>CO>[NH2:24][C:15]1[C:14]2[N:13]=[C:12]([CH2:25][CH2:26][CH2:27][CH3:28])[N:11]([CH2:10][CH2:9][CH2:8][CH2:7][O:6][N:5]=[C:2]([CH3:4])[CH3:1])[C:23]=2[C:22]2[CH:21]=[CH:20][CH:19]=[CH:18][C:17]=2[N:16]=1. Procedure: Acetone (444 mg, 7.65 mmol) was added to a solution of 1-[4-(aminooxy)butyl]-2-butyl-1H-imidazo[4,5-c]quinolin-4-amine (0.500 g, 1.53 mmol) in methanol (7 mL), and the reaction was stirred overnight at room temperature. The solvent was removed under reduced pressure and then firther dried under high vacuum to provide 358 mg of acetone O-[4-(4-amino-2-butyl-1H-imidazo[4,5-c]quinolin-1-yl)butyl]oxime as a white solid, mp 115-117° C. Procedure: Following the general procedure of EXAMPLE 16A and making non-critical variations but starting with 5-bromo-6-methoxyindole-2-carboxylic acid (PREPARATION 82, 0.40 g), 1-[3-(1-methylethylamino)-2-pyridinyl]piperazine (0.33 g) and 1-(ethyl)-3-(dimethylaminopropyl)carbodiimide (0.34 g), the title compound is obtained, mp 202°-204°. As a reaction SMILES: [Br:1][C:2]1[CH:3]=[C:4]2[C:8](=[CH:9][C:10]=1[O:11][CH3:12])[NH:7][C:6]([C:13]([OH:15])=O)=[CH:5]2.[CH3:16][CH:17]([NH:19][C:20]1[C:21]([N:26]2[CH2:31][CH2:30][NH:29][CH2:28][CH2:27]2)=[N:22][CH:23]=[CH:24][CH:25]=1)[CH3:18].C(N=C=NCCCN(C)C)C>>[CH3:18][CH:17]([NH:19][C:20]1[CH:25]=[CH:24][CH:23]=[N:22][C:21]=1[N:26]1[CH2:27][CH2:28][N:29]([C:13]([C:6]2[NH:7][C:8]3[C:4](=[CH:3][C:2]([Br:1])=[C:10]([O:11][CH3:12])[CH:9]=3)[CH:5]=2)=[O:15])[CH2:30][CH2:31]1)[CH3:16]. The reactants are BrC=1C=C2C=C(NC2=CC1OC)C(=O)O (5-bromo-6-methoxyindole-2-carboxylic acid), CC(C)NC=1C(=NC=CC1)N1CCNCC1 (1-[3-(1-methylethylamino)-2-pyridinyl]piperazine), C(C)N=C=NCCCN(C)C (1-(ethyl)-3-(dimethylaminopropyl)carbodiimide). Product: CC(C)NC1=C(N=CC=C1)N2CCN(CC2)C(=O)C3=CC4=CC(=C(C=C4N3)OC)Br (1-[5-Bromo-6-methoxyindolyl-2-carbonyl]-4-[3-(1-methylethylamino)-2-pyridinyl]piperazine).